This data is from the Open Reaction Database (ORD), a public repository of structured organic reaction records. The task is: describe an organic reaction: reactants, conditions, products, and yield Starting materials: ClC1=CC(=CC=C1)C(=O)OO (m-chloroperbenzoic acid), C(C)SC=1C(=NC=CC1)C(=O)NC1=NC=C(C=C1)C(F)(F)F (3-ethylsulfanyl-N-(5-trifluoromethylpyridin-2-yl)picolinamide), C([O-])(O)=O.[Na+] (sodium bicarbonate), S(=S)(=O)([O-])[O-].[Na+].[Na+] (sodium thiosulfate). The solvent is C(Cl)(Cl)Cl (chloroform). Conditions: time 2 hour. Yields the product C(C)S(=O)(=O)C=1C(=NC=CC1)C(=O)NC1=NC=C(C=C1)C(F)(F)F (3-ethylsulfonyl-N-(5-trifluoromethylpyridin-2-yl)picolinamide). As a reaction SMILES: Cl[C:2]1C=CC=C(C(OO)=O)[CH:3]=1.C(S[C:15]1[C:16]([C:21]([NH:23][C:24]2[CH:29]=[CH:28][C:27]([C:30]([F:33])([F:32])[F:31])=[CH:26][N:25]=2)=[O:22])=[N:17][CH:18]=[CH:19][CH:20]=1)C.C(=O)(O)[O-].[Na+].[S:39]([O-:43])([O-])(=[O:41])=S.[Na+].[Na+]>C(Cl)(Cl)Cl>[CH2:2]([S:39]([C:15]1[C:16]([C:21]([NH:23][C:24]2[CH:29]=[CH:28][C:27]([C:30]([F:32])([F:33])[F:31])=[CH:26][N:25]=2)=[O:22])=[N:17][CH:18]=[CH:19][CH:20]=1)(=[O:43])=[O:41])[CH3:3] |f:2.3,4.5.6|. Reported procedure: 0.30 g of m-chloroperbenzoic acid (purity of 68%) was added to a mixture of 0.20 g of 3-ethylsulfanyl-N-(5-trifluoromethylpyridin-2-yl)picolinamide (Compound of Present Invention 2) and 3 mL of chloroform under ice cooling, and the mixture was stirred at room temperature for 2 hours. A saturated aqueous sodium bicarbonate solution and a saturated aqueous sodium thiosulfate solution were poured to the reaction mixture, and the mixture was extracted with ethyl acetate. The organic layer was dried ... Reactants: ClC=1C=C(C=CC1Cl)NC1=NC2=C(C=C(C=C2C(=N1)O)F)I (2-((3,4-dichlorophenyl)amino)-6-fluoro-8-iodoquinazolin-4-ol), CC1=CC=C(C=C)C=C1 (4-methylstyrene), C(C)(C)N(CC)C(C)C (diisopropylethylamine), C1(=C(C=CC=C1)P(C1=C(C=CC=C1)C)C1=C(C=CC=C1)C)C (tri-o-tolylphosphine). Reagents/catalysts: C(C)(=O)[O-].[Pd+2].C(C)(=O)[O-] (palladium acetate). Solvent: CN(C=O)C (dimethylformamide). Run at temperature 120 celsius. Product: CC1=CC=C(C=C1)/C=C/C=1C=C(C=C2C(=NC(=NC12)NC1=CC(=C(C=C1)Cl)Cl)O)F (8-((1E)-2-(4-Methylphenyl)vinyl)-2-((3,4-dichlorophenyl)amino)-6-fluoroquinazolin-4-ol). As a reaction SMILES: [Cl:1][C:2]1[CH:3]=[C:4]([NH:9][C:10]2[N:19]=[C:18]([OH:20])[C:17]3[C:12](=[C:13](I)[CH:14]=[C:15]([F:21])[CH:16]=3)[N:11]=2)[CH:5]=[CH:6][C:7]=1[Cl:8].[CH3:23][C:24]1[CH:31]=[CH:30][C:27]([CH:28]=[CH2:29])=[CH:26][CH:25]=1.C(N(C(C)C)CC)(C)C.C1(C)C=CC=CC=1P(C1C=CC=CC=1C)C1C=CC=CC=1C>CN(C)C=O.C([O-])(=O)C.[Pd+2].C([O-])(=O)C>[CH3:23][C:24]1[CH:31]=[CH:30][C:27](/[CH:28]=[CH:29]/[C:13]2[CH:14]=[C:15]([F:21])[CH:16]=[C:17]3[C:12]=2[N:11]=[C:10]([NH:9][C:4]2[CH:5]=[CH:6][C:7]([Cl:8])=[C:2]([Cl:1])[CH:3]=2)[N:19]=[C:18]3[OH:20])=[CH:26][CH:25]=1 |f:5.6.7|. Reported procedure: To a solution of 2-((3,4-dichlorophenyl)amino)-6-fluoro-8-iodoquinazolin-4-ol (45 mg) and palladium acetate (13.5 mg) in dimethylformamide (1.3 mL) was added 4-methylstyrene (26 μL), diisopropylethylamine (200 μL) and tri-o-tolylphosphine (12 mg). The resulting mixture was heated at 120° C. for 3 h. The mixture was then cooled to room temperature and the supernatant was removed by pipette from the settled black solids. The solvent and the excess volatile reagents were removed in vacuo, providing...